This data is from the Open Reaction Database (ORD), a public repository of structured organic reaction records. The task is: describe an organic reaction: reactants, conditions, products, and yield Reactants: N#Cc1cncc(N2CC3CN(C(=O)OCc4ccccc4)CC32)c1, O=C(O)C(F)(F)F. Yields the product N#Cc1cncc(N2CC3CNCC32)c1. RXN SMILES: [C:1](#[N:2])[c:3]1[cH:4][c:5]([N:9]2[CH:10]3[CH2:11][N:12]([C:16]([O:17][CH2:18][c:19]4[cH:20][cH:21][cH:22][cH:23][cH:24]4)=[O:25])[CH2:13][CH:14]3[CH2:15]2)[cH:6][n:7][cH:8]1.[OH:26][C:27]([C:28]([F:29])([F:30])[F:31])=[O:32]>>[C:1](#[N:2])[c:3]1[cH:4][c:5]([N:9]2[CH:10]3[CH2:11][NH:12][CH2:13][CH:14]3[CH2:15]2)[cH:6][n:7][cH:8]1. Starting materials: C(C)(C)(C)NS(=O)(=O)C=1SC(=CC1C(=O)O)C (2-(N-tert. butyl)sulfamoyl-5-methyl-thiophene-3-carboxylic acid), ClC1=C(C=CC=C1)Cl (o-dichloro-benzene), [OH-].[Na+] (sodium hydroxide). Solvent: CCOCC (ether). Reaction conditions: temperature 140 celsius, time 4 hour. Product: CC1=CC(=C(S1)S(N)(=O)=O)C(=O)O (5-methyl-2-sulfamoylthiophene-3-carboxylic acid). The yield is 82.9%. As a reaction SMILES: C([NH:5][S:6]([C:9]1[S:10][C:11]([CH3:17])=[CH:12][C:13]=1[C:14]([OH:16])=[O:15])(=[O:8])=[O:7])(C)(C)C.ClC1C=CC=CC=1Cl.[OH-].[Na+]>CCOCC>[CH3:17][C:11]1[S:10][C:9]([S:6](=[O:8])(=[O:7])[NH2:5])=[C:13]([C:14]([OH:16])=[O:15])[CH:12]=1 |f:2.3|. Reported procedure: A mixture of 5.0 gm (18 millimols) of 2-(N-tert. butyl)sulfamoyl-5-methyl-thiophene-3-carboxylic acid and 20 ml of o-dichloro-benzene was heated, while stirring, for 4 hours at 140° C. After cooling, the reaction mixture was taken up in a mixture of ether and the equivalent amount of dilute aqueous sodium hydroxide. After separation of the ether phase, the aqueous phase was acidified with hydrochloric acid, and the precipitated material was suction-filtered off. The filter cake was recrystallize...